describe an organic reaction: reactants, conditions, products, and yield From a dataset of the Open Reaction Database (ORD), a public repository of structured organic reaction records. Reactants: FC(F)(F)c1ccc(I)c(CBr)c1, C1CCOC1, O=C1NCC(c2cc(C(F)(F)F)cc(C(F)(F)F)c2)O1, [H-], N#N, [Na+]. Product: O=C1OC(c2cc(C(F)(F)F)cc(C(F)(F)F)c2)CN1Cc1cc(C(F)(F)F)ccc1I. Reaction SMILES: [Br:23][CH2:24][c:25]1[c:26]([I:35])[cH:27][cH:28][c:29]([C:31]([F:32])([F:33])[F:34])[cH:30]1.[CH2:36]1[O:37][CH2:38][CH2:39][CH2:40]1.[F:3][C:4]([c:5]1[cH:6][c:7]([CH:15]2[CH2:16][NH:17][C:18](=[O:20])[O:19]2)[cH:8][c:9]([C:11]([F:12])([F:13])[F:14])[cH:10]1)([F:21])[F:22].[H-:1].[N:41]#[N:42].[Na+:2]>>[F:3][C:4]([c:5]1[cH:6][c:7]([CH:15]2[CH2:16][N:17]([CH2:24][c:25]3[c:26]([I:35])[cH:27][cH:28][c:29]([C:31]([F:32])([F:33])[F:34])[cH:30]3)[C:18](=[O:20])[O:19]2)[cH:8][c:9]([C:11]([F:12])([F:13])[F:14])[cH:10]1)([F:21])[F:22]. Reactants: ClC1=NC=C(C=C1NS(=O)(=O)C1=CC=C(C=C1)F)B1OC(C(O1)(C)C)(C)C (N-(2-chloro-5-(4,4,5,5-tetramethyl-1,3,2-dioxaborolan-2-yl)pyridin-3-yl)-4-fluorobenzenesulfonamide), BrC1=CC2=C(C=C1)OCCO2 (1-bromo-3,4-(ethylenedioxy)benzene), C([O-])([O-])=O.[Cs+].[Cs+] (Cesium carbonate), O1CCOCC1 (dioxane). Reagents/catalysts: [Pd+2].ClC1=C([C-](C=C1)P(C1=CC=CC=C1)C1=CC=CC=C1)Cl.[C-]1(C=CC=C1)P(C1=CC=CC=C1)C1=CC=CC=C1.[Fe+2] (dichloro 1,1′-bis(diphenylphosphino)ferrocene palladium (II)). Solvent: [NH4+].[Cl-] (NH4Cl), O (water). Run at temperature 100 celsius, time 1 hour. Yields the product ClC1=NC=C(C=C1NS(=O)(=O)C1=CC=C(C=C1)F)C1=CC2=C(OCCO2)C=C1 (N-(2-chloro-5-(2,3-dihydrobenzo[b][1,4]dioxin-6-yl)pyridin-3-yl)-4-fluorobenzenesulfonamide). The yield is 80.8%. As a reaction SMILES: [Cl:1][C:2]1[C:7]([NH:8][S:9]([C:12]2[CH:17]=[CH:16][C:15]([F:18])=[CH:14][CH:13]=2)(=[O:11])=[O:10])=[CH:6][C:5](B2OC(C)(C)C(C)(C)O2)=[CH:4][N:3]=1.Br[C:29]1[CH:34]=[CH:33][C:32]2[O:35][CH2:36][CH2:37][O:38][C:31]=2[CH:30]=1.C(=O)([O-])[O-].[Cs+].[Cs+].O1CCOCC1>[NH4+].[Cl-].[Pd+2].ClC1C=C[C-](P(C2C=CC=CC=2)C2C=CC=CC=2)C=1Cl.[C-]1(P(C2C=CC=CC=2)C2C=CC=CC=2)C=CC=C1.[Fe+2].O>[Cl:1][C:2]1[C:7]([NH:8][S:9]([C:12]2[CH:13]=[CH:14][C:15]([F:18])=[CH:16][CH:17]=2)(=[O:10])=[O:11])=[CH:6][C:5]([C:29]2[CH:34]=[CH:33][C:32]3[O:35][CH2:36][CH2:37][O:38][C:31]=3[CH:30]=2)=[CH:4][N:3]=1 |f:2.3.4,6.7,8.9.10.11|. Procedure details: To a 50 mL round-bottomed flask was added N-(2-chloro-5-(4,4,5,5-tetramethyl-1,3,2-dioxaborolan-2-yl)pyridin-3-yl)-4-fluorobenzenesulfonamide (62 mg, 150 μmol), 1-bromo-3,4-(ethylenedioxy)benzene (32 mg, 150 μmol, Aldrich, St. Louis, Mo.), dichloro 1,1′-bis(diphenylphosphino)ferrocene palladium (II) (12 mg, 15 μmol), Cesium carbonate (98 mg, 300 μmol), dioxane (1 mL), water (0.2 mL). The reaction mixture was stirred at 100° C. for 1 h. The mixture was cooled down to room temperature. The reactio... The reactants are CC(C)=O, OCc1n[nH]cc1-c1ccccc1. Product: O=Cc1n[nH]cc1-c1ccccc1. RXN SMILES: [CH3:14][C:15](=[O:16])[CH3:17].[c:1]1(-[c:7]2[c:8]([CH2:12][OH:13])[n:9][nH:10][cH:11]2)[cH:2][cH:3][cH:4][cH:5][cH:6]1>>[c:1]1(-[c:7]2[c:8]([CH:12]=[O:13])[n:9][nH:10][cH:11]2)[cH:2][cH:3][cH:4][cH:5][cH:6]1. The reactants are FC=1C=C(C=C(C1)N1CCCC1)C1NC2=CC=C(C=C2CC1(C)C)C(=O)O (2-(3-fluoro-5-pyrrolidin-1-yl-phenyl)-3,3-dimethyl-1,2,3,4-tetrahydro-quinoline-6-carboxylic acid), 1-3-dimethylaminopropyl-3-ethylcarbodiimide hydrochloride, CS(=O)(=O)N (methane sulfonamide). Reagents/catalysts: CN(C1=CC=NC=C1)C (4-dimethylaminopyridine). Solvent: ClCCl (dichloromethane). Run at temperature 60 celsius. Yields the product FC=1C=C(C=C(C1)N1CCCC1)C1NC2=CC=C(C=C2CC1(C)C)C(=O)NS(=O)(=O)C (N-[2-(3-fluoro-5-pyrrolidin-1-yl-phenyl)-3,3-dimethyl-1,2,3,4-tetrahydro-quinoline-6-carbonyl]-methanesulfonamide). The yield is 35.3%. Reaction SMILES: [F:1][C:2]1[CH:3]=[C:4]([CH:13]2[C:22]([CH3:24])([CH3:23])[CH2:21][C:20]3[C:15](=[CH:16][CH:17]=[C:18]([C:25]([OH:27])=O)[CH:19]=3)[NH:14]2)[CH:5]=[C:6]([N:8]2[CH2:12][CH2:11][CH2:10][CH2:9]2)[CH:7]=1.[CH3:28][S:29]([NH2:32])(=[O:31])=[O:30]>CN(C)C1C=CN=CC=1.ClCCl>[F:1][C:2]1[CH:3]=[C:4]([CH:13]2[C:22]([CH3:24])([CH3:23])[CH2:21][C:20]3[C:15](=[CH:16][CH:17]=[C:18]([C:25]([NH:32][S:29]([CH3:28])(=[O:31])=[O:30])=[O:27])[CH:19]=3)[NH:14]2)[CH:5]=[C:6]([N:8]2[CH2:9][CH2:10][CH2:11][CH2:12]2)[CH:7]=1. Reported procedure: A mixture of 2-(3-fluoro-5-pyrrolidin-1-yl-phenyl)-3,3-dimethyl-1,2,3,4-tetrahydro-quinoline-6-carboxylic acid (50 mg, 0.14 mmol), 1-3-dimethylaminopropyl-3-ethylcarbodiimide hydrochloride (39 mg, 0.20 mmol), 4-dimethylaminopyridine (24.4 mg, 0.20 mmol), methane sulfonamide (40 mg, 0.42 mmol) in dichloromethane (3 mL) was heated for 12 hours at 60° C. Removal of the solvent afforded an oil residue. Purification by Waters automated flash system (column: Xterra 30 mm×100 mm, sample manager 2767, p...